Task: describe an organic reaction: reactants, conditions, products, and yield. Dataset: the Open Reaction Database (ORD), a public repository of structured organic reaction records Starting materials: O=C([O-])[O-], C#CCBr, CN(C)C=O, Cc1ccc(CC2CNCCN2C(=O)c2cc(C(F)(F)F)cc(C(F)(F)F)c2)cc1C, [K+], [K+], O. Product: C#CCN1CCN(C(=O)c2cc(C(F)(F)F)cc(C(F)(F)F)c2)C(Cc2ccc(C)c(C)c2)C1. Reaction SMILES: [C:32](=[O:33])([O-:34])[O-:35].[CH2:38]([C:39]#[CH:40])[Br:41].[CH3:43][N:44]([CH3:45])[CH:46]=[O:47].[F:1][C:2]([c:3]1[cH:4][c:5]([C:6](=[O:7])[N:8]2[CH:9]([CH2:14][c:15]3[cH:16][c:17]([CH3:22])[c:18]([CH3:21])[cH:19][cH:20]3)[CH2:10][NH:11][CH2:12][CH2:13]2)[cH:23][c:24]([C:26]([F:27])([F:28])[F:29])[cH:25]1)([F:30])[F:31].[K+:36].[K+:37].[OH2:42]>>[F:1][C:2]([c:3]1[cH:4][c:5]([C:6](=[O:7])[N:8]2[CH:9]([CH2:14][c:15]3[cH:16][c:17]([CH3:22])[c:18]([CH3:21])[cH:19][cH:20]3)[CH2:10][N:11]([CH2:40][C:39]#[CH:38])[CH2:12][CH2:13]2)[cH:23][c:24]([C:26]([F:27])([F:28])[F:29])[cH:25]1)([F:30])[F:31]. Starting materials: CC#N, Fc1ccc(N=C=S)c(Cl)c1Cl, NC1CCCc2ncccc21. Product: Fc1ccc(NC(=S)NC2CCCc3ncccc32)c(Cl)c1Cl. Reaction SMILES: [CH3:24][C:25]#[N:26].[Cl:1][c:2]1[c:3]([N:10]=[C:11]=[S:12])[cH:4][cH:5][c:6]([F:9])[c:7]1[Cl:8].[n:13]1[cH:14][cH:15][cH:16][c:17]2[c:22]1[CH2:21][CH2:20][CH2:19][CH:18]2[NH2:23]>>[Cl:1][c:2]1[c:3]([NH:10][C:11](=[S:12])[NH:23][CH:18]2[c:17]3[cH:16][cH:15][cH:14][n:13][c:22]3[CH2:21][CH2:20][CH2:19]2)[cH:4][cH:5][c:6]([F:9])[c:7]1[Cl:8]. Starting materials: C(C#C)(=O)O (propargylic acid), C1(=CC=CC=C1)C1=CC=C(C=C1)O (4-phenylphenol), C1(CCCCC1)N=C=NC1CCCCC1 (N,N′-dicyclohexylcarbodiimide), ice. The reagents and catalysts are CN(C1=CC=NC=C1)C (4-dimethylaminopyridine). Solvent: C(C)OCC (diethyl ether), C(C)OCC (diethyl ether). Run at time 10 hour. Product: C(C#C)(=O)OC1=CC=C(C=C1)C1=CC=CC=C1 (Biphenyl-4-yl propiolate). The yield is 0.1%. RXN SMILES: [C:1]([OH:5])(=[O:4])[C:2]#[CH:3].[C:6]1([C:12]2[CH:17]=[CH:16][C:15](O)=[CH:14][CH:13]=2)[CH:11]=[CH:10][CH:9]=[CH:8][CH:7]=1.C1(N=C=NC2CCCCC2)CCCCC1>C(OCC)C.CN(C)C1C=CN=CC=1>[C:1]([O:5][C:15]1[CH:16]=[CH:17][C:12]([C:6]2[CH:11]=[CH:10][CH:9]=[CH:8][CH:7]=2)=[CH:13][CH:14]=1)(=[O:4])[C:2]#[CH:3]. Reported procedure: To an ice cooled and stirred solution of propargylic acid (285 mg, 4.01 mmol) and 4-phenylphenol (693 mg, 4.07 mmol) in dry diethyl ether was added dropwise a solution of N,N′-dicyclohexylcarbodiimide (DCC, 840 mg, 4.07 mmol) and 4-dimethylaminopyridine (DMAP, 3.2 mg, 0.03 mmol) in dry diethyl ether (10 mL) during 2 h under nitrogen atmosphere. Reaction mixture was then stirred at room temperature for 10 h, filtered and the solid was washed with diethyl ether. Then, the combined filtrate was was... The reactants are B, C1CCOC1, CC(C)(C)OC(=O)N(CCO)CC(=O)N1CCSc2cc([N+](=O)[O-])ccc21. Yields the product CC(C)(C)OC(=O)N(CCO)CCN1CCSc2cc([N+](=O)[O-])ccc21. RXN SMILES: [BH3:28].[CH2:29]1[O:30][CH2:31][CH2:32][CH2:33]1.[OH:1][CH2:2][CH2:3][N:4]([C:5]([O:6][C:7]([CH3:8])([CH3:9])[CH3:10])=[O:11])[CH2:12][C:13](=[O:14])[N:15]1[c:16]2[c:17]([cH:21][c:22]([N+:25](=[O:26])[O-:27])[cH:23][cH:24]2)[S:18][CH2:19][CH2:20]1>>[OH:1][CH2:2][CH2:3][N:4]([C:5]([O:6][C:7]([CH3:8])([CH3:9])[CH3:10])=[O:11])[CH2:12][CH2:13][N:15]1[c:16]2[c:17]([cH:21][c:22]([N+:25](=[O:26])[O-:27])[cH:23][cH:24]2)[S:18][CH2:19][CH2:20]1. Yield: 60.0%. The reactants are FC=1C=NC=CC1C(F)(F)F (3-fluoro-4-trifluoromethylpyridine), C(C)(C)(C)OC(NCCC1=CC=C(C=C1)O)=O ([2-(4-hydroxyphenyl)-ethyl]-carbamic acid tert-butyl ester), C(=O)([O-])[O-].[K+].[K+] (K2CO3). As a reaction SMILES: F[C:2]1[CH:3]=[N:4][CH:5]=[CH:6][C:7]=1[C:8]([F:11])([F:10])[F:9].[C:12]([O:16][C:17](=[O:28])[NH:18][CH2:19][CH2:20][C:21]1[CH:26]=[CH:25][C:24]([OH:27])=[CH:23][CH:22]=1)([CH3:15])([CH3:14])[CH3:13].C([O-])([O-])=O.[K+].[K+]>CS(C)=O>[C:12]([O:16][C:17](=[O:28])[NH:18][CH2:19][CH2:20][C:21]1[CH:26]=[CH:25][C:24]([O:27][C:2]2[CH:3]=[N:4][CH:5]=[CH:6][C:7]=2[C:8]([F:11])([F:10])[F:9])=[CH:23][CH:22]=1)([CH3:15])([CH3:13])[CH3:14] |f:2.3.4|. The product is C(C)(C)(C)OC(NCCC1=CC=C(C=C1)OC=1C=NC=CC1C(F)(F)F)=O ({2-[4-(4-trifluoromethyl-pyridin-3-yloxy)-phenyl]-ethyl}-carbamic acid tert-butyl ester). Reported procedure: To a solution of 3-fluoro-4-trifluoromethylpyridine (1 g, 6.1 mmol) and [2-(4-hydroxyphenyl)-ethyl]-carbamic acid tert-butyl ester (1.44 g, 6.1 mmol) in DMSO (10 mL) was added K2CO3 (5 g, 36.2 mmol), and the mixture was heated at 100° C. for 30 min. After cooling, the solids were removed by suction filtration and washed with Et2O. The pooled filtrates were diluted with Et2O (75 mL) and washed with 0.01 N HCl. The organic layer was concentrated in vacuo. The residue was dissolved in Et2O/hexane a... Run at temperature 100 celsius. The solvent is CS(=O)C (DMSO). The reactants are CN(CC=1C(=CC=CC1)C1=CC=CC=C1)C (N,N-dimethyl-[1,1'-biphenyl]-2-methanamine), CI (methyl iodide), C(C)OCC (Diethyl ether). Solvent: C(C)O (ethanol). Reaction conditions: time 16 hour. The product is [I-].C[N+](CC=1C(=CC=CC1)C1=CC=CC=C1)(C)C (N,N,N-trimethyl-[1,1'-biphenyl]-2-methanaminium iodide). Isolated yield 100.0%. RXN SMILES: [CH3:1][N:2]([CH3:16])[CH2:3][C:4]1[C:5]([C:10]2[CH:15]=[CH:14][CH:13]=[CH:12][CH:11]=2)=[CH:6][CH:7]=[CH:8][CH:9]=1.C[I:18].[CH2:19](OCC)C>C(O)C>[I-:18].[CH3:1][N+:2]([CH3:19])([CH3:16])[CH2:3][C:4]1[C:5]([C:10]2[CH:15]=[CH:14][CH:13]=[CH:12][CH:11]=2)=[CH:6][CH:7]=[CH:8][CH:9]=1 |f:4.5|. Procedure: Under a dry nitrogen atmosphere, 6.1 g (0.027 mole) of N,N-dimethyl-[1,1'-biphenyl]-2-methanamine was dissolved with stirring in 6.4 ml of anhydrous ethanol. To this solution 5.1 g (0.036 mole) of methyl iodide was added slowly. After complete addition, the reaction mixture was heated at reflux temperature for 45 minutes, then cooled. Diethyl ether was added until the mixture was cloudy, then the whole was placed in a freezer for 16 hours. An oil which had formed in the mixture was separated the... The reactants are C(C1=CC=CC=C1)OC(=O)N[C@@H]1C(N[C@H]1OC1=CC=CC=C1)=O ((3S, 4S)-3-benzyloxycarbonylamino-4-phenoxy-azetidin-2-one), [H][H] (hydrogen). The reagents and catalysts are [Pd] (palladium on activated carbon). Run in C(C)(=O)OCC (ethyl acetate). Product: N[C@@H]1C(N[C@H]1OC1=CC=CC=C1)=O ((3S, 4S)-3-amino-4-phenoxy-azetidin-2-one). RXN SMILES: C(OC([NH:11][C@H:12]1[C@H:15]([O:16][C:17]2[CH:22]=[CH:21][CH:20]=[CH:19][CH:18]=2)[NH:14][C:13]1=[O:23])=O)C1C=CC=CC=1.[H][H]>[Pd].C(OCC)(=O)C>[NH2:11][C@H:12]1[C@H:15]([O:16][C:17]2[CH:22]=[CH:21][CH:20]=[CH:19][CH:18]=2)[NH:14][C:13]1=[O:23]. Procedure details: (3S, 4S)-3-benzyloxycarbonylamino-4-phenoxy-azetidin-2-one (63 mg, 0.2 mmole) is hydrogenated with 100 mg of 10% palladium on activated carbon in ethyl acetate (10 ml) at 50 psi hydrogen pressure at room temperature for 2 hours. After removal of catalyst by filtration, deprotected (3S, 4S)-3-amino-4-phenoxy-azetidin-2-one in ethyl acetate is obtained.